From a dataset of the Open Reaction Database (ORD), a public repository of structured organic reaction records. describe an organic reaction: reactants, conditions, products, and yield Starting materials: CN(C)C(=O)C(Br)C#N, O=C([O-])[O-], CC#N, [K+], [K+], O, Sc1ccccc1. Yields the product CN(C)C(=O)C(C#N)Sc1ccccc1. Reaction SMILES: [Br:1][CH:2]([C:3](=[O:4])[N:5]([CH3:6])[CH3:7])[C:8]#[N:9].[C:10](=[O:11])([O-:12])[O-:13].[CH3:23][C:24]#[N:25].[K+:14].[K+:15].[OH2:26].[SH:16][c:17]1[cH:18][cH:19][cH:20][cH:21][cH:22]1>>[CH:2]([C:3](=[O:4])[N:5]([CH3:6])[CH3:7])([C:8]#[N:9])[S:16][c:17]1[cH:18][cH:19][cH:20][cH:21][cH:22]1. Reactants: COC(=O)C(CN1C(=O)NC2(CCN(C(=O)OC(C)(C)C)CC2)C1=O)NC(c1ccccc1)(c1ccccc1)c1ccccc1, CO, ClCCl, O=C(O)C(F)(F)F. The product is COC(=O)C(N)CN1C(=O)NC2(CCN(C(=O)OC(C)(C)C)CC2)C1=O. Reaction SMILES: [CH3:1][O:2][C:3](=[O:4])[CH:5]([CH2:6][N:7]1[C:8](=[O:25])[NH:9][C:10]2([C:11]1=[O:12])[CH2:13][CH2:14][N:15]([C:18](=[O:19])[O:20][C:21]([CH3:22])([CH3:23])[CH3:24])[CH2:16][CH2:17]2)[NH:26][C:27]([c:28]1[cH:29][cH:30][cH:31][cH:32][cH:33]1)([c:34]1[cH:35][cH:36][cH:37][cH:38][cH:39]1)[c:40]1[cH:41][cH:42][cH:43][cH:44][cH:45]1.[CH3:53][OH:54].[Cl:55][CH2:56][Cl:57].[F:46][C:47]([F:48])([F:49])[C:50]([OH:51])=[O:52]>>[CH3:1][O:2][C:3](=[O:4])[CH:5]([CH2:6][N:7]1[C:8](=[O:25])[NH:9][C:10]2([C:11]1=[O:12])[CH2:13][CH2:14][N:15]([C:18](=[O:19])[O:20][C:21]([CH3:22])([CH3:23])[CH3:24])[CH2:16][CH2:17]2)[NH2:26]. Starting materials: CCOC(=O)c1cccc(-c2ccc(C)cc2)c1, CCO, [Na+], [OH-]. The product is Cc1ccc(-c2cccc(C(=O)O)c2)cc1. Reaction SMILES: [CH3:1][c:2]1[cH:3][cH:4][c:5](-[c:8]2[cH:9][c:10]([C:14](=[O:15])[O:16][CH2:17][CH3:18])[cH:11][cH:12][cH:13]2)[cH:6][cH:7]1.[CH3:21][CH2:22][OH:23].[Na+:20].[OH-:19]>>[CH3:1][c:2]1[cH:3][cH:4][c:5](-[c:8]2[cH:9][c:10]([C:14](=[O:15])[OH:16])[cH:11][cH:12][cH:13]2)[cH:6][cH:7]1. Reactants: O=C1NC(=O)c2ccccc21, [K], CN(C)C=O, O, BrCc1ccccc1-c1ccccc1. The product is O=C1c2ccccc2C(=O)N1Cc1ccccc1-c1ccccc1. Reaction SMILES: [C:15]1(=[O:25])[c:16]2[c:17]([cH:21][cH:22][cH:23][cH:24]2)[C:18](=[O:20])[NH:19]1.[K:26].[O:27]=[CH:28][N:29]([CH3:30])[CH3:31].[OH2:32].[c:1]1(-[c:7]2[c:8]([CH2:13][Br:14])[cH:9][cH:10][cH:11][cH:12]2)[cH:2][cH:3][cH:4][cH:5][cH:6]1>>[c:1]1(-[c:7]2[c:8]([CH2:13][N:19]3[C:15](=[O:25])[c:16]4[c:17]([cH:21][cH:22][cH:23][cH:24]4)[C:18]3=[O:20])[cH:9][cH:10][cH:11][cH:12]2)[cH:2][cH:3][cH:4][cH:5][cH:6]1. Reaction SMILES: [CH2:31]([c:32]1[cH:33][cH:34][cH:35][cH:36][cH:37]1)[Mg+:38].[Cl-:30].[Cl:39][CH2:40][Cl:41].[F:1][c:2]1[cH:3][c:4]([C:15](=[N:16][S:17](=[O:18])[C:19]([CH3:20])([CH3:21])[CH3:22])[c:23]2[cH:24][cH:25][c:26]([F:29])[cH:27][cH:28]2)[cH:5][c:6]([O:8][C:9]([CH:10]([F:11])[F:12])([F:13])[F:14])[cH:7]1>>[F:1][c:2]1[cH:3][c:4]([C:15]([NH:16][S:17](=[O:18])[C:19]([CH3:20])([CH3:21])[CH3:22])([c:23]2[cH:24][cH:25][c:26]([F:29])[cH:27][cH:28]2)[CH2:31][c:32]2[cH:33][cH:34][cH:35][cH:36][cH:37]2)[cH:5][c:6]([O:8][C:9]([CH:10]([F:11])[F:12])([F:13])[F:14])[cH:7]1. The product is CC(C)(C)S(=O)NC(Cc1ccccc1)(c1ccc(F)cc1)c1cc(F)cc(OC(F)(F)C(F)F)c1. Starting materials: [Mg+]Cc1ccccc1, [Cl-], ClCCl, CC(C)(C)S(=O)N=C(c1ccc(F)cc1)c1cc(F)cc(OC(F)(F)C(F)F)c1. The reactants are CN1C(=O)CN(Cc2ccc(Br)cn2)C1=O, CC1(C)OB(c2ccc3c(c2)CN(C2CC2)C3=O)OC1(C)C, C1CCC(P(C2CCCCC2)C2CCCCC2)CC1, [K+], [K+], [K+], C1COCCO1, O, O=P([O-])([O-])[O-]. Product: CN1C(=O)CN(Cc2ccc(-c3ccc4c(c3)CN(C3CC3)C4=O)cn2)C1=O. RXN SMILES: [Br:1][c:2]1[cH:3][cH:4][c:5]([CH2:8][N:9]2[C:10](=[O:16])[N:11]([CH3:15])[C:12](=[O:14])[CH2:13]2)[n:6][cH:7]1.[CH:17]1([N:20]2[C:21](=[O:38])[c:22]3[cH:23][cH:24][c:25]([B:29]4[O:30][C:31]([CH3:32])([CH3:33])[C:34]([CH3:35])([CH3:36])[O:37]4)[cH:26][c:27]3[CH2:28]2)[CH2:18][CH2:19]1.[CH:39]1([P:40]([CH:41]2[CH2:42][CH2:43][CH2:44][CH2:45][CH2:46]2)[CH:47]2[CH2:48][CH2:49][CH2:50][CH2:51][CH2:52]2)[CH2:53][CH2:54][CH2:55][CH2:56][CH2:57]1.[K+:63].[K+:64].[K+:65].[O:66]1[CH2:67][CH2:68][O:69][CH2:70][CH2:71]1.[OH2:72].[P:58]([O-:59])([O-:60])([O-:61])=[O:62]>>[c:2]1(-[c:25]2[cH:24][cH:23][c:22]3[c:27]([cH:26]2)[CH2:28][N:20]([CH:17]2[CH2:18][CH2:19]2)[C:21]3=[O:38])[cH:3][cH:4][c:5]([CH2:8][N:9]2[C:10](=[O:16])[N:11]([CH3:15])[C:12](=[O:14])[CH2:13]2)[n:6][cH:7]1.